This data is from the Open Reaction Database (ORD), a public repository of structured organic reaction records. The task is: describe an organic reaction: reactants, conditions, products, and yield As a reaction SMILES: [Br:42][c:43]1[n:44][c:45]([CH3:52])[cH:46][c:47]2[c:48]1[cH:49][cH:50][nH:51]2.[Cu+:144].[O:1]1[CH2:2][CH2:3][N:4]([c:7]2[c:8]3[c:9]([n:10][c:11]([Sn:13]([CH2:14][CH2:15][CH2:16][CH3:17])([CH2:18][CH2:19][CH2:20][CH3:21])[CH2:22][CH2:23][CH2:24][CH3:25])[n:12]2)[cH:26][c:27]([CH2:29][N:30]2[CH2:31][CH2:32][N:33]([C:36]([C:37](=[O:38])[NH2:39])([CH3:40])[CH3:41])[CH2:34][CH2:35]2)[s:28]3)[CH2:5][CH2:6]1.[O:53]1[CH2:54][CH2:55][O:56][CH2:57][CH2:58]1.[cH:59]1[cH:60][cH:61][c:62]([P:63]([Pd:64]([P:65]([c:66]2[cH:67][cH:68][cH:69][cH:70][cH:71]2)([c:72]2[cH:73][cH:74][cH:75][cH:76][cH:77]2)[c:78]2[cH:79][cH:80][cH:81][cH:82][cH:83]2)([P:84]([c:85]2[cH:86][cH:87][cH:88][cH:89][cH:90]2)([c:91]2[cH:92][cH:93][cH:94][cH:95][cH:96]2)[c:97]2[cH:98][cH:99][cH:100][cH:101][cH:102]2)[P:103]([c:104]2[cH:105][cH:106][cH:107][cH:108][cH:109]2)([c:110]2[cH:111][cH:112][cH:113][cH:114][cH:115]2)[c:116]2[cH:117][cH:118][cH:119][cH:120][cH:121]2)([c:122]2[cH:123][cH:124][cH:125][cH:126][cH:127]2)[c:128]2[cH:129][cH:130][cH:131][cH:132][cH:133]2)[cH:134][cH:135]1.[s:136]1[cH:137][cH:138][cH:139][c:140]1[C:141]([O-:142])=[O:143]>>[O:1]1[CH2:2][CH2:3][N:4]([c:7]2[c:8]3[c:9]([n:10][c:11](-[c:43]4[n:44][c:45]([CH3:52])[cH:46][c:47]5[c:48]4[cH:49][cH:50][nH:51]5)[n:12]2)[cH:26][c:27]([CH2:29][N:30]2[CH2:31][CH2:32][N:33]([C:36]([C:37](=[O:38])[NH2:39])([CH3:40])[CH3:41])[CH2:34][CH2:35]2)[s:28]3)[CH2:5][CH2:6]1. The product is Cc1cc2[nH]ccc2c(-c2nc(N3CCOCC3)c3sc(CN4CCN(C(C)(C)C(N)=O)CC4)cc3n2)n1. The reactants are Cc1cc2[nH]ccc2c(Br)n1, [Cu+], CCCC[Sn](CCCC)(CCCC)c1nc(N2CCOCC2)c2sc(CN3CCN(C(C)(C)C(N)=O)CC3)cc2n1, C1COCCO1, c1ccc(P(c2ccccc2)(c2ccccc2)[Pd](P(c2ccccc2)(c2ccccc2)c2ccccc2)(P(c2ccccc2)(c2ccccc2)c2ccccc2)P(c2ccccc2)(c2ccccc2)c2ccccc2)cc1, O=C([O-])c1cccs1. Starting materials: Br, COc1cc2c(Oc3ccc([N+](=O)[O-])cc3F)ccnc2cc1OCC1CC2CN(C(=O)OCc3ccccc3)CC2C1, CC(=O)O, CCOC(C)=O. Product: COc1cc2c(Oc3ccc([N+](=O)[O-])cc3F)ccnc2cc1OCC1CC2CNCC2C1. Reaction SMILES: [BrH:44].[CH2:1]([O:2][C:3](=[O:4])[N:11]1[CH2:12][CH:13]2[CH:14]([CH2:15]1)[CH2:16][CH:17]([CH2:19][O:20][c:21]1[c:22]([O:42][CH3:43])[cH:23][c:24]3[c:25]([O:31][c:32]4[c:33]([F:41])[cH:34][c:35]([N+:38](=[O:39])[O-:40])[cH:36][cH:37]4)[cH:26][cH:27][n:28][c:29]3[cH:30]1)[CH2:18]2)[c:5]1[cH:6][cH:7][cH:8][cH:9][cH:10]1.[CH3:45][C:46](=[O:47])[OH:48].[CH3:49][CH2:50][O:51][C:52]([CH3:53])=[O:54]>>[NH:11]1[CH2:12][CH:13]2[CH:14]([CH2:15]1)[CH2:16][CH:17]([CH2:19][O:20][c:21]1[c:22]([O:42][CH3:43])[cH:23][c:24]3[c:25]([O:31][c:32]4[c:33]([F:41])[cH:34][c:35]([N+:38](=[O:39])[O-:40])[cH:36][cH:37]4)[cH:26][cH:27][n:28][c:29]3[cH:30]1)[CH2:18]2. Reactants: Cc1ccc(C)c(C(=O)Cl)c1, COP(OC)OC. The product is COP(=O)(OC)C(=O)c1cc(C)ccc1C. Reaction SMILES: [CH3:8][c:9]1[c:10]([C:11](=[O:12])[Cl:13])[cH:14][c:15]([CH3:18])[cH:16][cH:17]1.[P:1]([O:2][CH3:3])([O:4][CH3:5])[O:6][CH3:7]>>[P:1](=[O:2])([O:4][CH3:5])([O:6][CH3:7])[C:11]([c:10]1[c:9]([CH3:8])[cH:17][cH:16][c:15]([CH3:18])[cH:14]1)=[O:12]. Starting materials: N[C@@H]1C[C@H]([C@H](CC1)NC(=O)C1=C(NC2=C1N=CN=C2C2=C(C=CC(=C2)C(F)F)OCC2CC2)C)F (N-[(1S*,2R*,4S*)-4-amino-2-fluorocyclohexyl]-4-[2-(cyclopropylmethoxy)-5-(difluoromethyl)phenyl]-6-methyl-5H-pyrrolo[3,2-d]pyrimidine-7-carboxamide), C(C)(=O)Cl (acetyl chloride). The product is C(C)(=O)N[C@@H]1C[C@H]([C@H](CC1)NC(=O)C1=C(NC2=C1N=CN=C2C2=C(C=CC(=C2)C(F)F)OCC2CC2)C)F (N-[(1S*,2R*,4S*)-4-(Acetylamino)-2-fluorocyclohexyl]-4-[2-(cyclopropylmethoxy)-5-(difluoromethyl)phenyl]-6-methyl-5H-pyrrolo[3,2-d]pyrimidine-7-carboxamide). Reaction SMILES: [NH2:1][C@H:2]1[CH2:7][CH2:6][C@H:5]([NH:8][C:9]([C:11]2[C:15]3[N:16]=[CH:17][N:18]=[C:19]([C:20]4[CH:25]=[C:24]([CH:26]([F:28])[F:27])[CH:23]=[CH:22][C:21]=4[O:29][CH2:30][CH:31]4[CH2:33][CH2:32]4)[C:14]=3[NH:13][C:12]=2[CH3:34])=[O:10])[C@H:4]([F:35])[CH2:3]1.[C:36](Cl)(=[O:38])[CH3:37]>>[C:36]([NH:1][C@H:2]1[CH2:7][CH2:6][C@H:5]([NH:8][C:9]([C:11]2[C:15]3[N:16]=[CH:17][N:18]=[C:19]([C:20]4[CH:25]=[C:24]([CH:26]([F:28])[F:27])[CH:23]=[CH:22][C:21]=4[O:29][CH2:30][CH:31]4[CH2:32][CH2:33]4)[C:14]=3[NH:13][C:12]=2[CH3:34])=[O:10])[C@H:4]([F:35])[CH2:3]1)(=[O:38])[CH3:37]. Procedure details: Starting from N-[(1S*,2R*,4S*)-4-amino-2-fluorocyclohexyl]-4-[2-(cyclopropylmethoxy)-5-(difluoromethyl)phenyl]-6-methyl-5H-pyrrolo[3,2-d]pyrimidine-7-carboxamide (example D.f73) and commercially available acetyl chloride the title compound is obtained as colorless solid. Starting materials: ClC1=CC=C2C(=CNC2=C1)C(=O)N1CCC(CC1)C1=C(C=CC=C1)F ((6-chloro-1H-indol-3-yl)-[4-(2-fluoro-phenyl)-piperidin-1-yl]-methanone), ClCCN (2-chloro-ethylamine). Product: NCCN1C=C(C2=CC=C(C=C12)Cl)C(=O)N1CCC(CC1)C1=C(C=CC=C1)F ([1-(2-Amino-ethyl)-6-chloro-1H-indol-3-yl]-[4-(2-fluoro-phenyl)-piperidin-1-yl]-methanone). RXN SMILES: [Cl:1][C:2]1[CH:10]=[C:9]2[C:5]([C:6]([C:11]([N:13]3[CH2:18][CH2:17][CH:16]([C:19]4[CH:24]=[CH:23][CH:22]=[CH:21][C:20]=4[F:25])[CH2:15][CH2:14]3)=[O:12])=[CH:7][NH:8]2)=[CH:4][CH:3]=1.Cl[CH2:27][CH2:28][NH2:29]>>[NH2:29][CH2:28][CH2:27][N:8]1[C:9]2[C:5](=[CH:4][CH:3]=[C:2]([Cl:1])[CH:10]=2)[C:6]([C:11]([N:13]2[CH2:18][CH2:17][CH:16]([C:19]3[CH:24]=[CH:23][CH:22]=[CH:21][C:20]=3[F:25])[CH2:15][CH2:14]2)=[O:12])=[CH:7]1. Procedure details: Following general procedure II, the alkylation of (6-chloro-1H-indol-3-yl)-[4-(2-fluoro-phenyl)-piperidin-1-yl]-methanone (preparation described herein), with (commercially available) 2-chloro-ethylamine gave the title compound. Reactants: S(=O)(Cl)Cl (Thionyl chloride), C(C1=CN=CC=C1)(=O)O (nicotinic acid), C[C@]12CC[C@H]3[C@H]([C@@H]1CC[C@@H]2O)CCC4=CC(=O)CC[C@]34C (testosterone). Reaction conditions: time 3 hour. The product is C[C@]12CC[C@H]3[C@H]([C@@H]1CC[C@@H]2OC(=O)C4=CN=CC=C4)CCC5=CC(=O)CC[C@]35C (Testosterone nicotinate). RXN SMILES: S(Cl)(Cl)=O.[C:5]([OH:13])(=[O:12])[C:6]1[CH:11]=[CH:10][CH:9]=[N:8][CH:7]=1.[CH3:14][C@@:15]12[C@@H:23](O)[CH2:22][CH2:21][C@H:20]1[C@@H:19]1[CH2:25][CH2:26][C:27]3[C@@:33]([CH3:34])([C@H:18]1[CH2:17][CH2:16]2)[CH2:32][CH2:31][C:29](=[O:30])[CH:28]=3>>[CH3:14][C@@:15]12[C@@H:23]([O:12][C:5]([C:6]3[CH:11]=[CH:10][CH:9]=[N:8][CH:7]=3)=[O:13])[CH2:22][CH2:21][C@H:20]1[C@@H:19]1[CH2:25][CH2:26][C:27]3[C@@:33]([CH3:34])([C@H:18]1[CH2:17][CH2:16]2)[CH2:32][CH2:31][C:29](=[O:30])[CH:28]=3. Procedure: Thionyl chloride (2 ml) was added to 0.7 g (5.7 mmol) of nicotinic acid and the mixture was refluxed for 3 hrs. Excess thionyl chloride was distilled under vacuum. To the cold residue 10 ml of dry pyridine was added followed with 1.44 g (5.0 mmol) of testosterone. The mixture was heated while stirring over a boiling water bath for 3 hrs. Pyridine was distilled under vacuum and 5 ml of methanol was added to the oily residue. The mixture was cooled and the solid crystallized out was filtered and r...